Dataset: the Open Reaction Database (ORD), a public repository of structured organic reaction records. Task: describe an organic reaction: reactants, conditions, products, and yield Reactants: C([O-])([O-])=O.[K+].[K+] (potassium carbonate), C(=O)C1=CC=C(C=C1)B(O)O ((4-formylphenyl)boronic acid), C(C)(=O)N1[C@H](C[C@H](C2=CC(=CC=C12)Br)NC1=CC=CC=C1)CC ((cis)-1-acetyl-6-bromo-2-ethyl-N-phenyl-1,2,3,4-tetrahydro-4-quinolinamine), intermediate 90. Reagents/catalysts: C=1C=CC(=CC1)[P](C=2C=CC=CC2)(C=3C=CC=CC3)[Pd]([P](C=4C=CC=CC4)(C=5C=CC=CC5)C=6C=CC=CC6)([P](C=7C=CC=CC7)(C=8C=CC=CC8)C=9C=CC=CC9)[P](C=1C=CC=CC1)(C=1C=CC=CC1)C=1C=CC=CC1 (tetrakis(triphenylphosphine)palladium(0)). The solvent is O1CCOCC1 (1,4-dioxane), O (water). Run at temperature 130 celsius, time 15 minute. Yields the product C(C)(=O)N1[C@H](C[C@H](C2=CC(=CC=C12)C1=CC=C(C=O)C=C1)NC1=CC=CC=C1)CC (4-[(cis)-1-acetyl-2-ethyl-4-(phenylamino)-1,2,3,4-tetrahydro-6-quinolinyl]benzaldehyde). Isolated yield 80.0%. RXN SMILES: [CH:1]([C:3]1[CH:8]=[CH:7][C:6](B(O)O)=[CH:5][CH:4]=1)=[O:2].[C:12]([N:15]1[C:24]2[C:19](=[CH:20][C:21](Br)=[CH:22][CH:23]=2)[C@H:18]([NH:26][C:27]2[CH:32]=[CH:31][CH:30]=[CH:29][CH:28]=2)[CH2:17][C@@H:16]1[CH2:33][CH3:34])(=[O:14])[CH3:13].C(=O)([O-])[O-].[K+].[K+]>O1CCOCC1.O.C1C=CC([P]([Pd]([P](C2C=CC=CC=2)(C2C=CC=CC=2)C2C=CC=CC=2)([P](C2C=CC=CC=2)(C2C=CC=CC=2)C2C=CC=CC=2)[P](C2C=CC=CC=2)(C2C=CC=CC=2)C2C=CC=CC=2)(C2C=CC=CC=2)C2C=CC=CC=2)=CC=1>[C:12]([N:15]1[C:24]2[C:19](=[CH:20][C:21]([C:6]3[CH:7]=[CH:8][C:3]([CH:1]=[O:2])=[CH:4][CH:5]=3)=[CH:22][CH:23]=2)[C@H:18]([NH:26][C:27]2[CH:32]=[CH:31][CH:30]=[CH:29][CH:28]=2)[CH2:17][C@@H:16]1[CH2:33][CH3:34])(=[O:14])[CH3:13] |f:2.3.4,^1:51,53,72,91|. Procedure details: A mixture of (4-formylphenyl)boronic acid (31.7 mg, 0.212 mmol), (cis)-1-acetyl-6-bromo-2-ethyl-N-phenyl-1,2,3,4-tetrahydro-4-quinolinamine (for a preparation see intermediate 90) (79 mg, 0.212 mmol) and tetrakis(triphenylphosphine)palladium(0) (15 mg, 0.013 mmol) in 1,4-dioxane (1 mL) and water (0.5 mL) was treated with potassium carbonate (45 mg, 0.326 mmol) and the resulting mixture was stirred at 130° C. for 15 min under microwave irradiation then cooled to room temperature and concentrated ... The reactants are CN(C)S(=O)(=O)n1cc(CC(C)(C)C)nc1C(C)(O)Cc1ccc(-c2ccc(F)cn2)cc1F, CO, Cl. Yields the product CC(C)(C)Cc1c[nH]c(C(C)(O)Cc2ccc(-c3ccc(F)cn3)cc2F)n1. RXN SMILES: [CH3:2][C:3]([CH2:4][c:5]1[n:6][c:7]([C:16]([CH2:17][c:18]2[c:19]([F:31])[cH:20][c:21](-[c:24]3[n:25][cH:26][c:27]([F:30])[cH:28][cH:29]3)[cH:22][cH:23]2)([CH3:32])[OH:33])[n:8]([S:10]([N:11]([CH3:12])[CH3:13])(=[O:14])=[O:15])[cH:9]1)([CH3:34])[CH3:35].[CH3:36][OH:37].[ClH:1]>>[CH3:2][C:3]([CH2:4][c:5]1[n:6][c:7]([C:16]([CH2:17][c:18]2[c:19]([F:31])[cH:20][c:21](-[c:24]3[n:25][cH:26][c:27]([F:30])[cH:28][cH:29]3)[cH:22][cH:23]2)([CH3:32])[OH:33])[nH:8][cH:9]1)([CH3:34])[CH3:35].